From a dataset of the Open Reaction Database (ORD), a public repository of structured organic reaction records. describe an organic reaction: reactants, conditions, products, and yield The reactants are O=C1CC(=O)C1, CCOC(C)=O, NC(C1CCCCC1)C1CCCCC1. Product: O=C1C=C(O)C1, [NH3+]C(C1CCCCC1)C1CCCCC1. Reaction SMILES: [C:15]1(=[O:20])[CH2:16][C:17](=[O:19])[CH2:18]1.[CH3:21][CH2:22][O:23][C:24](=[O:25])[CH3:26].[CH:1]1([CH:7]([CH:8]2[CH2:9][CH2:10][CH2:11][CH2:12][CH2:13]2)[NH2:14])[CH2:2][CH2:3][CH2:4][CH2:5][CH2:6]1>>[C:15]1([OH:20])=[CH:16][C:17](=[O:19])[CH2:18]1.[CH:1]1([CH:7]([CH:8]2[CH2:9][CH2:10][CH2:11][CH2:12][CH2:13]2)[NH3+:14])[CH2:2][CH2:3][CH2:4][CH2:5][CH2:6]1. The reactants are C(C1=CC=CC=C1)NC(=O)C=1C=C(C=CC1)C1=CC=C(C=C1)C=C1C(NC(S1)=O)=O (N-benzyl-4′-(2,4-dioxothiazolidin-5-ylidenemethyl)biphenyl-3-carboxamide). The solvent is CN(C=O)C (dimethylformamide). The product is C(C1=CC=CC=C1)NC(=O)C=1C=C(C=CC1)C1=CC=C(C=C1)CC1C(NC(S1)=O)=O (N-Benzyl-4′-(2,4-dioxothiazolidin-5-yl-methyl)biphenyl-3-carboxamide). The yield is 24.0%. Reaction SMILES: [CH2:1]([NH:8][C:9]([C:11]1[CH:12]=[C:13]([C:17]2[CH:22]=[CH:21][C:20]([CH:23]=[C:24]3[S:28][C:27](=[O:29])[NH:26][C:25]3=[O:30])=[CH:19][CH:18]=2)[CH:14]=[CH:15][CH:16]=1)=[O:10])[C:2]1[CH:7]=[CH:6][CH:5]=[CH:4][CH:3]=1>CN(C)C=O>[CH2:1]([NH:8][C:9]([C:11]1[CH:12]=[C:13]([C:17]2[CH:22]=[CH:21][C:20]([CH2:23][CH:24]3[S:28][C:27](=[O:29])[NH:26][C:25]3=[O:30])=[CH:19][CH:18]=2)[CH:14]=[CH:15][CH:16]=1)=[O:10])[C:2]1[CH:7]=[CH:6][CH:5]=[CH:4][CH:3]=1. Procedure: In a manner similar to that of Example 1(g), starting with 430 mg (1 mmol) of N-benzyl-4′-(2,4-dioxothiazolidin-5-ylidenemethyl)biphenyl-3-carboxamide in 7 ml of dimethylformamide, 100 mg (23%) of the desired product, with a melting point of 148° C., are obtained. The reactants are CC#N, NC(=O)c1ccnc(Cl)n1, [K], Cc1ccc(C(C)C)c(OCC2CCN(CCCNc3nccc(C(=O)NCCN)n3)CC2)c1. The product is Cc1ccc(C(C)C)c(OCC2CCN(CCCNc3nccc(C(=O)NCCNc4nccc(C(N)=O)n4)n3)CC2)c1. As a reaction SMILES: [CH3:46][C:47]#[N:48].[Cl:35][c:36]1[n:37][cH:38][cH:39][c:40]([C:42](=[O:43])[NH2:44])[n:41]1.[K:45].[NH2:1][CH2:2][CH2:3][NH:4][C:5](=[O:6])[c:7]1[n:8][c:9]([NH:13][CH2:14][CH2:15][CH2:16][N:17]2[CH2:18][CH2:19][CH:20]([CH2:23][O:24][c:25]3[c:26]([CH:32]([CH3:33])[CH3:34])[cH:27][cH:28][c:29]([CH3:31])[cH:30]3)[CH2:21][CH2:22]2)[n:10][cH:11][cH:12]1>>[NH:1]([CH2:2][CH2:3][NH:4][C:5](=[O:6])[c:7]1[n:8][c:9]([NH:13][CH2:14][CH2:15][CH2:16][N:17]2[CH2:18][CH2:19][CH:20]([CH2:23][O:24][c:25]3[c:26]([CH:32]([CH3:33])[CH3:34])[cH:27][cH:28][c:29]([CH3:31])[cH:30]3)[CH2:21][CH2:22]2)[n:10][cH:11][cH:12]1)[c:36]1[n:37][cH:38][cH:39][c:40]([C:42](=[O:43])[NH2:44])[n:41]1. Starting materials: C(C)O (ethanol), Cl (HCl), [Sn] (tin), BrC1=C(C=CC2=CC(=CC=C12)Br)O (1,6-dibromo-2-naphthol). The solvent is C1=CC=CC=C1.C(C)(=O)OCC (benzene ethyl acetate). Yields the product BrC=1C=C2C=CC(=CC2=CC1)O (6-Bromo-2-naphthol). Isolated yield 103.1%. RXN SMILES: C(O)C.Cl.[Sn].Br[C:7]1[C:16]2[C:11](=[CH:12][C:13]([Br:17])=[CH:14][CH:15]=2)[CH:10]=[CH:9][C:8]=1[OH:18]>C1C=CC=CC=1.C(OCC)(=O)C>[Br:17][C:13]1[CH:12]=[C:11]2[C:16](=[CH:15][CH:14]=1)[CH:7]=[C:8]([OH:18])[CH:9]=[CH:10]2 |f:4.5,^3:4|. Procedure details: To a solution of 225 mL of ethanol and 90 mL of conc. HCl in a 500 mL round bottom flask were added of tin metal (32.6 g, 274 mmol) and 1,6-dibromo-2-naphthol (41.5 g, 137 mmol). The reaction mixture was refluxed on a steam bath for 9 hours. TLC (SiO2, 15:1 benzene/ethyl acetate) indicated consumption of starting material. The cooled solution was decanted from unreacted tin, concentrated to 150-200 mL on vacuo and poured into 600 mL of ice and water. The white precipitate was collected on a Buch... The reactants are O=C(NC1=C(F)C(F)=C(C(F)=C1F)C(F)(F)F)CC. Reagents/catalysts: O=C(O)C, [B-](F)(F)(F)F.CC[N+](CC)(CC)CC, [K].O=C(O)O, O1B(OC(C)(C)C1(C)C)B2OC(C)(C)C(O2)(C)C, N=1C(OC)=CC(OC)=C2C=CC=CC12, [Pd].O=C(O)C. Run in N#CC. Run at temperature 80 celsius, time 15 hour. Yields the product O=C(NC1=C(F)C(F)=C(C(F)=C1F)C(F)(F)F)CCB2OC(C)(C)C(O2)(C)C. The yield is 31.0%. Reagents/catalysts: [Pd] (palladium charcoal). As a reaction SMILES: [CH3:1][CH:2]1[C:7]([C:8]2[CH:13]=[CH:12][C:11]([NH:14][CH:15]3[CH2:17][CH2:16]3)=[C:10]([N+:18]([O-])=O)[CH:9]=2)=[N:6][NH:5][C:4](=[O:21])[CH2:3]1.C(O)C.[H][H]>[Pd].C(O)(=O)C>[CH3:1][CH:2]1[C:7]([C:8]2[CH:13]=[CH:12][C:11]([NH:14][CH:15]3[CH2:16][CH2:17]3)=[C:10]([NH2:18])[CH:9]=2)=[N:6][NH:5][C:4](=[O:21])[CH2:3]1. Run in C(C)(=O)O (acetic acid), C(C)(=O)O (acetic acid). Starting materials: CC1CC(NN=C1C1=CC(=C(C=C1)NC1CC1)[N+](=O)[O-])=O (5-methyl-6-(3-nitro-4-cyclopropylamino-phenyl)-3-oxo-4,5-dihydro-2H-pyridazine), C(C)O (ethanol), [H][H] (hydrogen). Procedure details: 5.8 gm of 5-methyl-6-(3-nitro-4-cyclopropylamino-phenyl)-3-oxo-4,5-dihydro-2H-pyridazine were hydrogenated in a mixture consisting of 100 ml of ethanol and of 20 ml of glacial acetic acid in the presence of 0.5 gm of 10% palladium charcoal at a hydrogen pressure of 5 bar. 120 ml of glacial acetic acid were added, the catalyst was filtered off and the filtrate was evaporated in vacuo. The residue was reacted further without further purification. The product is CC1CC(NN=C1C1=CC(=C(C=C1)NC1CC1)N)=O (5-Methyl-6-(3-amino-4-cyclopropylamino-phenyl)-3-oxo-4,5-dihydro-2H-pyridazine). Starting materials: ClCC1=CC=CC(=N1)C(=O)Cl (6-(chloromethyl)-2-pyridinecarbonyl chloride), C([O-])(O)=O.[Na+] (sodium bicarbonate), NC1=C2C=NN(C2=CC(=C1)C=1C=C(C(=NC1)OC)NS(=O)(=O)C)S(=O)(=O)C1=CC=CC=C1 (N-[5-[4-Amino-1-(phenylsulfonyl)-1H-indazol-6-yl]-2-(methyloxy)-3-pyridinyl]methanesulfonamide), N1=CC=CC=C1 (pyridine). Solvent: C(Cl)Cl (DCM), C(Cl)Cl (DCM). Reaction conditions: temperature 0 celsius, time 2 hour. The product is ClCC1=CC=CC(=N1)C(=O)NC1=C2C=NN(C2=CC(=C1)C=1C=NC(=C(C1)NS(=O)(=O)C)OC)S(=O)(=O)C1=CC=CC=C1 (6-(Chloromethyl)-N-[6-{6-(methyloxy)-5-[(methylsulfonyl)amino]-3-pyridinyl}-1-(phenylsulfonyl)-1H-indazol-4-yl]-2-pyridinecarboxamide). The yield is 25.5%. Reaction SMILES: [NH2:1][C:2]1[CH:10]=[C:9]([C:11]2[CH:12]=[C:13]([NH:19][S:20]([CH3:23])(=[O:22])=[O:21])[C:14]([O:17][CH3:18])=[N:15][CH:16]=2)[CH:8]=[C:7]2[C:3]=1[CH:4]=[N:5][N:6]2[S:24]([C:27]1[CH:32]=[CH:31][CH:30]=[CH:29][CH:28]=1)(=[O:26])=[O:25].N1C=CC=CC=1.[Cl:39][CH2:40][C:41]1[N:46]=[C:45]([C:47](Cl)=[O:48])[CH:44]=[CH:43][CH:42]=1.C(=O)(O)[O-].[Na+]>C(Cl)Cl>[Cl:39][CH2:40][C:41]1[N:46]=[C:45]([C:47]([NH:1][C:2]2[CH:10]=[C:9]([C:11]3[CH:16]=[N:15][C:14]([O:17][CH3:18])=[C:13]([NH:19][S:20]([CH3:23])(=[O:22])=[O:21])[CH:12]=3)[CH:8]=[C:7]3[C:3]=2[CH:4]=[N:5][N:6]3[S:24]([C:27]2[CH:32]=[CH:31][CH:30]=[CH:29][CH:28]=2)(=[O:26])=[O:25])=[O:48])[CH:44]=[CH:43][CH:42]=1 |f:3.4|. Procedure details: N-[5-[4-Amino-1-(phenylsulfonyl)-1H-indazol-6-yl]-2-(methyloxy)-3-pyridinyl]methanesulfonamide (750 mg, 1.584 mmol) was dissolved in DCM (20 ml), cooled to 0° C. before pyridine (0.192 mL, 2.376 mmol) was added. 6-(chloromethyl)-2-pyridinecarbonyl chloride (354 mg, 1.584 mmol) in DCM (10 ml) was then added dropwise over 15 mins and the reaction was stirred at 0° C. for 2 hr; ice was allowed to melt over this time. Saturated aqueous sodium bicarbonate solution (20 ml) was added to the mixture and... Starting materials: ClC1=CC(=CC=C1)C(=O)OO (m-chloroperbenzoic acid), C(C)SC=1C(=NC=CC1)C(=O)N(C1=NC=C(C=C1)C(C(F)(F)F)(F)F)C (3-ethylsulfanyl-N-methyl-N-(5-pentafluoroethylpyridin-2-yl)picolinamide), C([O-])(O)=O.[Na+] (sodium bicarbonate), S(=S)(=O)([O-])[O-].[Na+].[Na+] (sodium thiosulfate). Solvent: C(Cl)(Cl)Cl (chloroform). Run at time 3 hour. The product is C(C)S(=O)(=O)C=1C(=NC=CC1)C(=O)N(C1=NC=C(C=C1)C(C(F)(F)F)(F)F)C (3-ethylsulfonyl-N-methyl-N-(5-pentafluoroethylpyridin-2-yl) picolinamide). RXN SMILES: Cl[C:2]1C=CC=C(C(OO)=O)[CH:3]=1.C(S[C:15]1[C:16]([C:21]([N:23]([CH3:37])[C:24]2[CH:29]=[CH:28][C:27]([C:30]([F:36])([F:35])[C:31]([F:34])([F:33])[F:32])=[CH:26][N:25]=2)=[O:22])=[N:17][CH:18]=[CH:19][CH:20]=1)C.C(=O)(O)[O-].[Na+].[S:43]([O-:47])([O-])(=[O:45])=S.[Na+].[Na+]>C(Cl)(Cl)Cl>[CH2:2]([S:43]([C:15]1[C:16]([C:21]([N:23]([CH3:37])[C:24]2[CH:29]=[CH:28][C:27]([C:30]([F:36])([F:35])[C:31]([F:32])([F:34])[F:33])=[CH:26][N:25]=2)=[O:22])=[N:17][CH:18]=[CH:19][CH:20]=1)(=[O:47])=[O:45])[CH3:3] |f:2.3,4.5.6|. Procedure details: 0.18 g of m-chloroperbenzoic acid (purity of 68%) was added to a mixture of 0.12 g of 3-ethylsulfanyl-N-methyl-N-(5-pentafluoroethylpyridin-2-yl)picolinamide (Compound of Present Invention 31) and 5 mL of chloroform under ice cooling, and the mixture was stirred at room temperature for 3 hours. A saturated aqueous sodium bicarbonate solution and a saturated aqueous sodium thiosulfate solution were poured to the reaction mixture, and the mixture was extracted with ethyl acetate. The organic layer... Reactants: CO, Cl, [K+], [OH-], COC(=O)COc1ccc(CCC(=O)c2ccc(OC)c(CCC(C)C)c2O)cc1. Product: COc1ccc(C(=O)CCc2ccc(OCC(=O)O)cc2)c(O)c1CCC(C)C. Reaction SMILES: [CH3:34][OH:35].[ClH:33].[K+:32].[OH-:31].[OH:1][c:2]1[c:3]([C:15]([CH2:16][CH2:17][c:18]2[cH:19][cH:20][c:21]([O:24][CH2:25][C:26](=[O:27])[O:28][CH3:29])[cH:22][cH:23]2)=[O:30])[cH:4][cH:5][c:6]([O:13][CH3:14])[c:7]1[CH2:8][CH2:9][CH:10]([CH3:11])[CH3:12]>>[OH:1][c:2]1[c:3]([C:15]([CH2:16][CH2:17][c:18]2[cH:19][cH:20][c:21]([O:24][CH2:25][C:26](=[O:27])[OH:28])[cH:22][cH:23]2)=[O:30])[cH:4][cH:5][c:6]([O:13][CH3:14])[c:7]1[CH2:8][CH2:9][CH:10]([CH3:11])[CH3:12]. The reactants are FC1=C2NCC(NC2=CC=C1)=O (5-Fluoro-3,4-dihydro-1H-quinoxalin-2-one), [H-].[Na+] (sodium hydride), IC (iodomethane). Run in [Cl-].[Na+].O (Brine), C1CCOC1 (THF). Run at time 0.5 hour. The product is FC1=C2NCC(N(C2=CC=C1)C)=O (5-Fluoro-1-methyl-3,4-dihydro-1H-quinoxalin-2-one). As a reaction SMILES: [F:1][C:2]1[CH:11]=[CH:10][CH:9]=[C:8]2[C:3]=1[NH:4][CH2:5][C:6](=[O:12])[NH:7]2.[H-].[Na+].I[CH3:16]>C1COCC1.[Cl-].[Na+].O>[F:1][C:2]1[CH:11]=[CH:10][CH:9]=[C:8]2[C:3]=1[NH:4][CH2:5][C:6](=[O:12])[N:7]2[CH3:16] |f:1.2,5.6.7|. Procedure: To a solution of 5-fluoro-3,4-dihydro-1H-quinoxalin-2-one from Example B (415 mg, 2.5 mmol) in THF (10 ml) was added sodium hydride (60%, 100 mg, 2.5 mmol) while cooling in an ice/water bath. The mixture was allowed to warm to room temperature and stirred for 0.5 h. The mixture was cooled again in an ice/water bath and iodomethane (156 μl, 2.5 mmol) was added. The mixture was allowed to warm slowly to room temperature and stirred for 3 days. Brine was added and the mixture was evaporated in vacu...